This data is from the Open Reaction Database (ORD), a public repository of structured organic reaction records. The task is: describe an organic reaction: reactants, conditions, products, and yield Reactants: formula II, C(C)(C)SC=1N=NC(=C(N1)C1=CC=C(C=C1)OC)C1=CC=C(C=C1)OC (3-isopropylthio-5,6-bis(4-methoxyphenyl)-1,2,4-triazine), C(C)OC=1N=NC(=C(N1)C1=CC=C(C=C1)OC)C1=CC=C(C=C1)OC (3-ethoxy-5,6-bis(4-methoxyphenyl)-1,2,4-triazine), C(CC)SC=1N=NC(=C(N1)C1=CC=C(C=C1)OC)C1=CC=C(C=C1)OC (3-n-propylthio-5,6-bis(4-methoxyphenyl)-1,2,4-triazine), COC=1N=NC(=C(N1)C1=CC=C(C=C1)OC)C1=CC=C(C=C1)OC (3-methoxy-5,6-bis-(4-methoxyphenyl)-1,2,4-triazine), C(C)(C)C=1N=NC(=C(N1)C1=CC=C(C=C1)OC)C1=CC=C(C=C1)OC (3-isopropyl-5,6-bis(4-methoxyphenyl)-1,2,4-triazine), C(C)(C)OC=1N=NC(=C(N1)C1=CC=C(C=C1)OC)C1=CC=C(C=C1)OC (3-isopropoxy-5,6-bis(4-methoxyphenyl)-1,2,4-triazine), 3-n-propyl-5,6-(4-methoxyphenyl)-1,2,4-triazine, CC=1N=NC(=C(N1)C1=CC=C(C=C1)OCC)C1=CC=C(C=C1)OCC (3-methyl-5,6-bis(4-ethoxyphenyl)-1,2,4-triazine), C(C)C=1N=NC(=C(N1)C1=CC=C(C=C1)OC)C1=CC=C(C=C1)OC (3-ethyl-5,6-bis(4-methoxyphenyl)-1,2,4-triazine), C(C)SC=1N=NC(=C(N1)C1=CC=C(C=C1)OC)C1=CC=C(C=C1)OC (3-ethylthio-5,6-bis(4-methoxyphenyl)-1,2,4-triazine), C(C)OC=1N=NC(=C(N1)C1=CC=C(C=C1)OC)C1=CC=C(C=C1)OC (3-ethoxy-5,6-bis-(4-methoxyphenyl)-1,2,4-triazine). The product is COC1=CC=C(C=C1)C=1N=C(N=NC1C1=CC=C(C=C1)OC)C (5,6-Bis(4-methoxyphenyl)-3-methyl-1,2,4-triazine). RXN SMILES: [CH2:1]([C:3]1[N:4]=[N:5][C:6]([C:17]2[CH:22]=[CH:21][C:20]([O:23][CH3:24])=[CH:19][CH:18]=2)=[C:7]([C:9]2[CH:14]=[CH:13][C:12]([O:15][CH3:16])=[CH:11][CH:10]=2)[N:8]=1)C.C(SC1N=NC(C2C=CC(OC)=CC=2)=C(C2C=CC(OC)=CC=2)N=1)C.C(SC1N=NC(C2C=CC(OC)=CC=2)=C(C2C=CC(OC)=CC=2)N=1)(C)C.COC1N=NC(C2C=CC(OC)=CC=2)=C(C2C=CC(OC)=CC=2)N=1.C(OC1N=NC(C2C=CC(OC)=CC=2)=C(C2C=CC(OC)=CC=2)N=1)C.CC1N=NC(C2C=CC(OCC)=CC=2)=C(C2C=CC(OCC)=CC=2)N=1.C(C1N=NC(C2C=CC(OC)=CC=2)=C(C2C=CC(OC)=CC=2)N=1)(C)C.C(OC1N=NC(C2C=CC(OC)=CC=2)=C(C2C=CC(OC)=CC=2)N=1)(C)C.C(SC1N=NC(C2C=CC(OC)=CC=2)=C(C2C=CC(OC)=CC=2)N=1)CC>>[CH3:16][O:15][C:12]1[CH:11]=[CH:10][C:9]([C:7]2[N:8]=[C:3]([CH3:1])[N:4]=[N:5][C:6]=2[C:17]2[CH:22]=[CH:21][C:20]([O:23][CH3:24])=[CH:19][CH:18]=2)=[CH:14][CH:13]=1. Reported procedure: The preparation of the following compounds coming within the scope of formula II above can be found in U.S. Pat. 4,190,725: 3-ethyl-5,6-bis(4-methoxyphenyl)-1,2,4-triazine; 3-ethylthio-5,6-bis(4-methoxyphenyl)-1,2,4-triazine; 3-isopropylthio-5,6-bis(4-methoxyphenyl)-1,2,4-triazine; 3-methoxy-5,6-bis-(4-methoxyphenyl)-1,2,4-triazine, and 3-ethoxy-5,6-bis-(4-methoxyphenyl)-1,2,4-triazine. Other compounds of particular interest preparable by one or more of the above procedures include 3-methyl-5,6-... The reactants are COC1=C(C=O)C=CC(=C1)OC (2,4-dimethoxybenzaldehyde), NC1=C(C=NN1)C#N (5-amino-1H-pyrazole-4-carbonitrile), N#[C-].C1CCCC1 (cyclopentane isonitrile), Cl(=O)(=O)(=O)O (perchloric acid). The solvent is CO (methanol). Conditions: time 15 hour. The product is C1(CCCC1)NC1=C(NC=2N1N=CC2C#N)C2=C(C=C(C=C2)OC)OC (3-(cyclopentylamino)-2-(2,4-dimethoxyphenyl)-1H-imidazo[1,2-b]pyrazole-7-carbonitrile). Isolated yield 51.5%. Reaction SMILES: [CH3:1][O:2][C:3]1[CH:10]=[C:9]([O:11][CH3:12])[CH:8]=[CH:7][C:4]=1[CH:5]=O.[NH2:13][C:14]1[NH:18][N:17]=[CH:16][C:15]=1[C:19]#[N:20].[N:21]#[C-:22].[CH2:23]1[CH2:27][CH2:26][CH2:25][CH2:24]1.Cl(O)(=O)(=O)=O>CO>[CH:23]1([NH:21][C:22]2[N:18]3[N:17]=[CH:16][C:15]([C:19]#[N:20])=[C:14]3[NH:13][C:5]=2[C:4]2[CH:7]=[CH:8][C:9]([O:11][CH3:12])=[CH:10][C:3]=2[O:2][CH3:1])[CH2:27][CH2:26][CH2:25][CH2:24]1 |f:2.3|. Reported procedure: To a clear light brown solution of 2,4-dimethoxybenzaldehyde (1.0 g, 6.02 mmol) and 5-amino-1H-pyrazole-4-carbonitrile (651 mg, 6.02 mmol) in methanol (21 mL) in a 50 mL sealed tube were added cyclopentane isonitrile (579 mg, 673 μL, 6.02 mmol) and perchloric acid (121 mg, 108 μL, 1.2 mmol) at RT under nitrogen atmosphere. Then, the nitrogen line was disconnected and the flask was sealed with a cap. The resulting dark brown solution slowly became a suspension within 10 minutes which was then sti... Starting materials: N#CC(CCl)(CCOC1CCCCO1)c1ccccn1, [N-]=[N+]=[N-], [Na+], O. Product: N#CC(CCOC1CCCCO1)(CN=[N+]=[N-])c1ccccn1. RXN SMILES: [Cl:1][CH2:2][C:3]([C:4]#[N:5])([CH2:6][CH2:7][O:8][CH:9]1[O:10][CH2:11][CH2:12][CH2:13][CH2:14]1)[c:15]1[n:16][cH:17][cH:18][cH:19][cH:20]1.[N-:22]=[N+:23]=[N-:24].[Na+:21].[OH2:25]>>[CH2:2]([C:3]([C:4]#[N:5])([CH2:6][CH2:7][O:8][CH:9]1[O:10][CH2:11][CH2:12][CH2:13][CH2:14]1)[c:15]1[n:16][cH:17][cH:18][cH:19][cH:20]1)[N:22]=[N+:23]=[N-:24]. The reactants are CCOCC(=O)O, CCOCC, O=C(Cl)C(=O)Cl, Cc1nc2cccc(N)c2c(=O)n1C1CCC(=O)NC1=O, CN(C)C=O, C1CCOC1. The product is CCOCC(=O)Nc1cccc2nc(C)n(C3CCC(=O)NC3=O)c(=O)c12. RXN SMILES: [CH2:1]([CH3:2])[O:3][CH2:4][C:5](=[O:6])[OH:7].[CH2:40]([O:41][CH2:42][CH3:43])[CH3:44].[Cl:8][C:9]([C:10]([Cl:11])=[O:12])=[O:13].[NH2:19][c:20]1[c:21]2[c:22](=[O:39])[n:23]([CH:31]3[C:32](=[O:38])[NH:33][C:34](=[O:37])[CH2:35][CH2:36]3)[c:24]([CH3:30])[n:25][c:26]2[cH:27][cH:28][cH:29]1.[O:14]=[CH:15][N:16]([CH3:17])[CH3:18].[O:45]1[CH2:46][CH2:47][CH2:48][CH2:49]1>>[CH2:1]([CH3:2])[O:3][CH2:4][C:5](=[O:7])[NH:19][c:20]1[c:21]2[c:22](=[O:39])[n:23]([CH:31]3[C:32](=[O:38])[NH:33][C:34](=[O:37])[CH2:35][CH2:36]3)[c:24]([CH3:30])[n:25][c:26]2[cH:27][cH:28][cH:29]1. Starting materials: O=C([O-])[O-], COc1ccc2c(OCc3nnc4ccc(C(=O)NC5CCN(C(=O)OC(C)(C)C)C5)cn34)ccnc2c1, CO, Cl, [K+], [K+]. Product: COc1ccc2c(OCc3nnc4ccc(C(=O)NC5CCNC5)cn34)ccnc2c1. RXN SMILES: [C:40](=[O:41])([O-:42])[O-:43].[CH3:1][O:2][c:3]1[cH:4][cH:5][c:6]2[c:7]([O:13][CH2:14][c:15]3[n:16][n:17][c:18]4[n:19]3[cH:20][c:21]([C:24](=[O:25])[NH:26][CH:27]3[CH2:28][N:29]([C:32]([O:33][C:34]([CH3:35])([CH3:36])[CH3:37])=[O:38])[CH2:30][CH2:31]3)[cH:22][cH:23]4)[cH:8][cH:9][n:10][c:11]2[cH:12]1.[CH3:46][OH:47].[ClH:39].[K+:44].[K+:45]>>[CH3:1][O:2][c:3]1[cH:4][cH:5][c:6]2[c:7]([O:13][CH2:14][c:15]3[n:16][n:17][c:18]4[n:19]3[cH:20][c:21]([C:24](=[O:25])[NH:26][CH:27]3[CH2:28][NH:29][CH2:30][CH2:31]3)[cH:22][cH:23]4)[cH:8][cH:9][n:10][c:11]2[cH:12]1. Reaction SMILES: [CH2:1]([C:5]1[NH:6][C:7]2[C:12]([C:13]=1[C:14]1[C:23]3[C:18](=[C:19]([O:24][CH3:25])[CH:20]=[CH:21][CH:22]=3)[CH2:17][CH2:16][CH:15]=1)=[CH:11][CH:10]=[C:9]([C:26]([OH:28])=[O:27])[CH:8]=2)[CH2:2][CH2:3][CH3:4].[H-].[Na+].[CH2:31](Br)[C:32]1[CH:37]=[CH:36][CH:35]=[CH:34][CH:33]=1>CN(C)C=O>[CH2:31]([N:6]1[C:7]2[C:12](=[CH:11][CH:10]=[C:9]([C:26]([OH:28])=[O:27])[CH:8]=2)[C:13]([C:14]2[C:23]3[C:18](=[C:19]([O:24][CH3:25])[CH:20]=[CH:21][CH:22]=3)[CH2:17][CH2:16][CH:15]=2)=[C:5]1[CH2:1][CH2:2][CH2:3][CH3:4])[C:32]1[CH:37]=[CH:36][CH:35]=[CH:34][CH:33]=1 |f:1.2|. Product: C(C1=CC=CC=C1)N1C(=C(C2=CC=C(C=C12)C(=O)O)C1=CCCC2=C(C=CC=C12)OC)CCCC (1-Benzyl-2-butyl-3-(5-methoxy-3,4-dihydro-naphthalen-1-yl)-1H-indole-6-carboxylic Acid). Procedure: To a suspension of 2-butyl-3-(5-methoxy-3,4-dihydro-naphthalen-1-yl)-1H-indole-6-carboxylic acid on Wang resin (100 mg; prepared according to the procedure outlined in Example 9) in dimethylformamide (1.5 mL) was added sodium hydride (60% in mineral oil; 20 mg) and the mixture was stirred at room temperature for 30 min. Benzyl bromide (0.1 mL) was added and the mixture was stirred for 3 h. The mixture was filtered, washed with water (1×1.5 mL), tetrahydrofuran (2×1.5 mL), dichloromethane (2×1.5 ... Conditions: time 30 minute. The reactants are C(CCC)C=1NC2=CC(=CC=C2C1C1=CCCC2=C(C=CC=C12)OC)C(=O)O (2-butyl-3-(5-methoxy-3,4-dihydro-naphthalen-1-yl)-1H-indole-6-carboxylic acid), [H-].[Na+] (sodium hydride), C(C1=CC=CC=C1)Br (Benzyl bromide). Run in CN(C=O)C (dimethylformamide). Starting materials: CCC(C)Nc1cc(C(=O)OC)cc(-c2nn[nH]n2)n1, CO, Cl, [Na+], [OH-]. Yields the product CCC(C)Nc1cc(C(=O)O)cc(-c2nn[nH]n2)n1. RXN SMILES: [CH3:1][O:2][C:3]([c:4]1[cH:5][c:6]([NH:15][CH:16]([CH3:17])[CH2:18][CH3:19])[n:7][c:8](-[c:10]2[n:11][n:12][nH:13][n:14]2)[cH:9]1)=[O:20].[CH3:24][OH:25].[ClH:23].[Na+:22].[OH-:21]>>[O:2]=[C:3]([c:4]1[cH:5][c:6]([NH:15][CH:16]([CH3:17])[CH2:18][CH3:19])[n:7][c:8](-[c:10]2[n:11][n:12][nH:13][n:14]2)[cH:9]1)[OH:20].